The task is: describe an organic reaction: reactants, conditions, products, and yield. This data is from the Open Reaction Database (ORD), a public repository of structured organic reaction records. The reactants are O(C1=CC=CC=C1)C=1C=C(C=CC1)C1(CCC2(CO2)CC1)CO ((6-(3-phenoxyphenyl)-1-oxaspiro[2.5]octan-6-yl)methanol), O.C1(=CC=C(C=C1)S(=O)(=O)O)C (p-toluenesulfonic acid monohydrate). Run in CCOC(=O)C (EtOAc), C(Cl)Cl (CH2Cl2). Run at time 1 hour. Yields the product O(C1=CC=CC=C1)C=1C=C(C=CC1)C12COC(CC1)(CC2)CO ((4-(3-Phenoxyphenyl)-2-oxabicyclo[2.2.2]octan-1-yl)methanol). Yield: 26.8%. As a reaction SMILES: [O:1]([C:8]1[CH:9]=[C:10]([C:14]2([CH2:22][OH:23])[CH2:21][CH2:20][C:17]3([O:19][CH2:18]3)[CH2:16][CH2:15]2)[CH:11]=[CH:12][CH:13]=1)[C:2]1[CH:7]=[CH:6][CH:5]=[CH:4][CH:3]=1.O.C1(C)C=CC(S(O)(=O)=O)=CC=1>C(Cl)Cl.CCOC(C)=O>[O:1]([C:8]1[CH:9]=[C:10]([C:14]23[CH2:15][CH2:16][C:17]([CH2:18][OH:19])([CH2:20][CH2:21]2)[O:23][CH2:22]3)[CH:11]=[CH:12][CH:13]=1)[C:2]1[CH:3]=[CH:4][CH:5]=[CH:6][CH:7]=1 |f:1.2|. Reported procedure: To a solution of (6-(3-phenoxyphenyl)-1-oxaspiro[2.5]octan-6-yl)methanol (55.9 mg, 0.180 mmol) in CH2Cl2 (2 mL) at 0° C. was added p-toluenesulfonic acid monohydrate (3.43 mg, 0.018 mmol). The solution was warmed to rt and stirred for 1 h. The reaction was then diluted with EtOAc, washed successively with sat'd aq NaHCO3, water, and brine, dried (MgSO4), filtered, and concentrated in vacuo. The residue was purified by flash chromatography on SiO2 (0 to 100% EtOAc:hexanes) to afford the title com... Starting materials: COC1=C2CCCC(C2=CC=C1)CC(=O)OCC (ethyl (5-methoxy-1,2,3,4-tetrahydro-1-naphthyl)acetate), [H-].[Al+3].[Li+].[H-].[H-].[H-] (lithium aluminum hydride), Cl (hydrochloric acid). Run in O1CCCC1 (tetrahydrofuran). Run at temperature 0 celsius, time 2.5 hour. Yields the product COC1=C2CCCC(C2=CC=C1)CCO (2-(5-methoxy-1,2,3,4-tetrahydro-1-naphthyl)ethanol). The yield is 100.3%. As a reaction SMILES: [CH3:1][O:2][C:3]1[CH:12]=[CH:11][CH:10]=[C:9]2[C:4]=1[CH2:5][CH2:6][CH2:7][CH:8]2[CH2:13][C:14](OCC)=[O:15].[H-].[Al+3].[Li+].[H-].[H-].[H-].Cl>O1CCCC1>[CH3:1][O:2][C:3]1[CH:12]=[CH:11][CH:10]=[C:9]2[C:4]=1[CH2:5][CH2:6][CH2:7][CH:8]2[CH2:13][CH2:14][OH:15] |f:1.2.3.4.5.6|. Procedure: A suspension of ethyl (5-methoxy-1,2,3,4-tetrahydro-1-naphthyl)acetate (1.02 g) and lithium aluminum hydride (0.20 g) in tetrahydrofuran (15 ml) was stirred at 0° C. for 2.5 hours. The solution was poured into cold 1N-hydrochloric acid, then the resulting mixture was filtered through the celite, and extracted with ethyl acetate. The extract was washed with brine, dried over sodium sulfate, and evaporated in vacuo to afford 2-(5-methoxy-1,2,3,4-tetrahydro-1-naphthyl)ethanol as a colorless oil (0....